Dataset: the Open Reaction Database (ORD), a public repository of structured organic reaction records. Task: describe an organic reaction: reactants, conditions, products, and yield Reactants: CC(=O)OC(C)=O, O=C[O-], Nc1ccccc1F, C1CCOC1. The product is O=CNc1ccccc1F. RXN SMILES: [CH3:4][C:5]([O:6][C:7](=[O:8])[CH3:9])=[O:10].[CH:1](=[O:2])[O-:3].[NH2:11][c:12]1[cH:13][cH:14][cH:15][cH:16][c:17]1[F:18].[O:19]1[CH2:20][CH2:21][CH2:22][CH2:23]1>>[CH:1](=[O:3])[NH:11][c:12]1[cH:13][cH:14][cH:15][cH:16][c:17]1[F:18].